Dataset: the Open Reaction Database (ORD), a public repository of structured organic reaction records. Task: describe an organic reaction: reactants, conditions, products, and yield Reactants: COc1cccc(c1C=O)F, CC1=CN=C(C=C1)N, [C-]#[N+]C1CCCCC1. The reagents and catalysts are O=C(O)C(F)(F)F (trifluoroacetic acid). The solvent is CC(C)O (isopropyl alcohol), CC(C)O (isopropylalcohol). Conditions: temperature 22 celsius, time 20 hour. Product: Cc1ccc2nc(c3c(cccc3F)OC)c(NC3CCCCC3)n2c1. Isolated yield 100.0%. Reaction SMILES: CC1=CC=C(N)N=C1.[C-]#[N+]C1CCCCC1.COC1=C(C=O)C(F)=CC=C1>>COC1=C(C2=C(NC3CCCCC3)N3C=C(C)C=CC3=N2)C(F)=CC=C1. Reactants: FC1(CC=CC=C1)C1=NC(=CC2=CC=CC=C12)CO (1-(1-fluorophenyl)-3-isoquinolinemethanol), C1(=CC=C(C=C1)S(=O)(=O)OC)C (methyl p-toluenesulfonate). The product is C1(=CC=C(C=C1)S(=O)(=O)[O-])C.FC1(CC=CC=C1)C1=[N+](C(=CC2=CC=CC=C12)CO)C (1-(1-Fluorophenyl)-3-hydroxymethyl-2-methylisoquinolinium p-toluenesulfonate). The yield is 145.1%. As a reaction SMILES: [F:1][C:2]1([C:8]2[C:17]3[C:12](=[CH:13][CH:14]=[CH:15][CH:16]=3)[CH:11]=[C:10]([CH2:18][OH:19])[N:9]=2)[CH:7]=[CH:6][CH:5]=[CH:4][CH2:3]1.[C:20]1([CH3:31])[CH:25]=[CH:24][C:23]([S:26]([O:29]C)(=[O:28])=[O:27])=[CH:22][CH:21]=1>>[C:20]1([CH3:31])[CH:21]=[CH:22][C:23]([S:26]([O-:29])(=[O:27])=[O:28])=[CH:24][CH:25]=1.[F:1][C:2]1([C:8]2[C:17]3[C:12](=[CH:13][CH:14]=[CH:15][CH:16]=3)[CH:11]=[C:10]([CH2:18][OH:19])[N+:9]=2[CH3:20])[CH:3]=[CH:4][CH:5]=[CH:6][CH2:7]1 |f:2.3|. Reported procedure: 1-(1-Fluorophenyl)-3-isoquinolinecarboxylic acid was converted into its ethylester and then reduced using lithium aluminum hydride to obtain 1-(1-fluorophenyl)-3-isoquinolinemethanol. 1.26 g of the obtained 1-(1-fluorophenyl)-3-isoquinolinemethanol was reacted with 930 mg of methyl p-toluenesulfonate in the same manner as in Reference Example 10 to give 1.6 g of the desired compound as a pale orange-colored solid.